Task: describe an organic reaction: reactants, conditions, products, and yield. Dataset: the Open Reaction Database (ORD), a public repository of structured organic reaction records The reactants are CC(C)(CN)c1ccccc1, O=CO, O. Yields the product CC1(C)CN=Cc2ccccc21. As a reaction SMILES: [CH3:1][C:2]([CH2:3][NH2:4])([CH3:5])[c:6]1[cH:7][cH:8][cH:9][cH:10][cH:11]1.[CH:12]([OH:13])=[O:14].[OH2:15]>>[CH3:1][C:2]1([CH3:5])[CH2:3][N:4]=[CH:12][c:11]2[c:6]1[cH:7][cH:8][cH:9][cH:10]2. Reactants: CCN(C(C)C)C(C)C, CC(C)O, CC(N)C(=O)NCC(F)(F)F, Clc1cc(-c2ccccc2)nc(Cl)n1. Yields the product CC(Nc1cc(-c2ccccc2)nc(Cl)n1)C(=O)NCC(F)(F)F. As a reaction SMILES: [CH:26]([N:27]([CH:28]([CH3:29])[CH3:30])[CH2:31][CH3:32])([CH3:33])[CH3:34].[CH:35]([OH:36])([CH3:37])[CH3:38].[NH2:15][CH:16]([C:17](=[O:18])[NH:19][CH2:20][C:21]([F:22])([F:23])[F:24])[CH3:25].[c:1]1(-[c:7]2[cH:8][c:9]([Cl:14])[n:10][c:11]([Cl:13])[n:12]2)[cH:2][cH:3][cH:4][cH:5][cH:6]1>>[c:1]1(-[c:7]2[cH:8][c:9]([NH:15][CH:16]([C:17](=[O:18])[NH:19][CH2:20][C:21]([F:22])([F:23])[F:24])[CH3:25])[n:10][c:11]([Cl:13])[n:12]2)[cH:2][cH:3][cH:4][cH:5][cH:6]1. Reactants: O=[N+]([O-])c1ccc(O)c(Br)c1, O=C([O-])[O-], CCI, [K+], [K+]. Yields the product CCOc1ccc([N+](=O)[O-])cc1Br. RXN SMILES: [Br:4][c:5]1[c:6]([OH:14])[cH:7][cH:8][c:9]([N+:11](=[O:12])[O-:13])[cH:10]1.[C:15](=[O:16])([O-:17])[O-:18].[I:1][CH2:2][CH3:3].[K+:19].[K+:20]>>[CH2:2]([CH3:3])[O:14][c:6]1[c:5]([Br:4])[cH:10][c:9]([N+:11](=[O:12])[O-:13])[cH:8][cH:7]1. Solvent: C(C)O (ethanol). Yields the product ClC1=CC=C(C=C1)C1(C(=O)[O-])C(C)(C)O1.[Na+] (sodium 2-(4-chlorophenyl)-2,3-epoxy-3-methylbutanoate). Procedure details: A solution of ethyl 2-(4-chlorophenyl)-2,3-epoxy-3-methylbutanoate (3.05 g, 12 mmol), prepared in Example 1d, and sodium hydroxide (0.48 g, 12 mmol) in absolute ethanol (40 ml) was refluxed for 11/2 hours. After cooling to room temperature, the precipitate was filtered off and the filtrate was evaporated in vacuo to give a residue. The precipitate and the residue from evaporation were combined and washed with isopropyl ether to give the product (2.40 g, 80%) as white crystals. Isolated yield 80.4%. Reactants: ClC1=CC=C(C=C1)C1(C(=O)OCC)C(C)(C)O1 (ethyl 2-(4-chlorophenyl)-2,3-epoxy-3-methylbutanoate), [OH-].[Na+] (sodium hydroxide). Reaction SMILES: [Cl:1][C:2]1[CH:7]=[CH:6][C:5]([C:8]2([O:17][C:14]2([CH3:16])[CH3:15])[C:9]([O:11]CC)=[O:10])=[CH:4][CH:3]=1.[OH-].[Na+:19]>C(O)C>[Cl:1][C:2]1[CH:3]=[CH:4][C:5]([C:8]2([O:17][C:14]2([CH3:15])[CH3:16])[C:9]([O-:11])=[O:10])=[CH:6][CH:7]=1.[Na+:19] |f:1.2,4.5|.